Dataset: the Open Reaction Database (ORD), a public repository of structured organic reaction records. Task: describe an organic reaction: reactants, conditions, products, and yield Starting materials: ClC=1C=C(C=CC1F)S(=O)(=O)Cl (3-chloro-4-fluorobenzenesulfonyl chloride), [F-].[K+] (KF), C1COCCOCCOCCOCCOCCO1 (18-crown-6). Run in CC#N (CH3CN). Conditions: time 8 hour. Yields the product ClC=1C=C(C=CC1F)S(=O)(=O)F (3-chloro-4-fluorobenzenesulfonyl Fluoride). RXN SMILES: [Cl:1][C:2]1[CH:3]=[C:4]([S:9](Cl)(=[O:11])=[O:10])[CH:5]=[CH:6][C:7]=1[F:8].[F-:13].[K+].C1OCCOCCOCCOCCOCCOC1>CC#N>[Cl:1][C:2]1[CH:3]=[C:4]([S:9]([F:13])(=[O:11])=[O:10])[CH:5]=[CH:6][C:7]=1[F:8] |f:1.2|. Reported procedure: To a solution of the commercially available 3-chloro-4-fluorobenzenesulfonyl chloride (7 g, 30 mmol) in CH3CN (40 mL) was added KF (7 g, 120 mmol) and 18-crown-6 (0.5 g), then the mixture was stirred at room temperature overnight. The mixture was quenched with aqueous water and extracted with EtOAc, the organic layer was washed with brine, dried over anhydrous Na2SO4, concentrated to give the crude product which was purified by column to give the reagent R-12a (4.2 g, 95.5%) as a pale yellow sol... The reactants are C([O-])(O)=O.[Na+] (sodium bicarbonate), C(OCC)(OCC)OCC (Triethyl orthoformate), O.C1(=CC=C(C=C1)S(=O)(=O)O)C (p-toluenesulfonate monohydrate), C(=O)C1(CC1)C(C#N)N[C@@H](C)C1=CC=CC=C1 (2-(1-formylcyclopropyl)-2-{[(1S)-1-phenylethyl]amino}acetonitrile). Run in C(C)O (ethanol). Run at time 30 minute. Yields the product C(C)OC(C1(CC1)[C@@H](C#N)N[C@@H](C)C1=CC=CC=C1)OCC ((2S)-2-[1-(Diethoxymethyl)cyclopropyl]-2-{[(1S)-1-phenylethyl]amino}acetonitrile). Reaction SMILES: [CH:1]([O:8][CH2:9][CH3:10])([O:5][CH2:6][CH3:7])OCC.O.C1(C)C=CC(S(O)(=O)=O)=CC=1.C([C:25]1([CH:28]([NH:31][C@H:32]([C:34]2[CH:39]=[CH:38][CH:37]=[CH:36][CH:35]=2)[CH3:33])[C:29]#[N:30])[CH2:27][CH2:26]1)=O.C(=O)(O)[O-].[Na+]>C(O)C>[CH2:9]([O:8][CH:1]([O:5][CH2:6][CH3:7])[C:25]1([C@H:28]([NH:31][C@H:32]([C:34]2[CH:35]=[CH:36][CH:37]=[CH:38][CH:39]=2)[CH3:33])[C:29]#[N:30])[CH2:27][CH2:26]1)[CH3:10] |f:1.2,4.5|. Reported procedure: Triethyl orthoformate (0.2 mL, 1.20 mmol) and p-toluenesulfonate monohydrate (1 mg, 0.0053 mmol) were added to an ethanol (2.5 mL) solution of 2-(1-formylcyclopropyl)-2-{[(1S)-1-phenylethyl]amino}acetonitrile (102 mg, 0.447 mmol). The resulting mixture was stirred at room temperature for 2 hours and 30 minutes and then, at 50° C. for 4 hours. After cooling to room temperature, a saturated aqueous solution of sodium bicarbonate was added, followed by extraction with ethyl acetate. The organic lay... Reactants: CC1(C(C1C=CC(=O)OCCC)C(=O)O)C (2,2-dimethyl-3-(3-propoxy-3-oxo-1-propenyl)-cyclopropane-carboxylic acid), O(C1=CC=CC=C1)C=1C=C(C=CC1)C(C)O ((3-phenoxyphenyl)-ethanol). Solvent: C1=CC=CC=C1 (benzene). The product is CC1(C(C1C=CC(=O)OCCC)C(=O)O)C (2,2-dimethyl-3-(3-propoxy-3-oxo-1-propenyl)-cyclopropane-carboxylic acid), CC1(C(C1C=CC(=O)OC(C)C)C(=O)[O-])C (2,2-dimethyl-3-(3-isopropoxy-3-oxo-1-propenyl)-cyclopropane-carboxylate). RXN SMILES: [CH3:1][C:2]1([CH3:16])[CH:4]([CH:5]=[CH:6][C:7]([O:9][CH2:10][CH2:11][CH3:12])=[O:8])[CH:3]1[C:13]([OH:15])=[O:14].O(C1C=C(C(O)C)C=CC=1)[C:18]1C=CC=CC=1>C1C=CC=CC=1>[CH3:16][C:2]1([CH3:1])[CH:4]([CH:5]=[CH:6][C:7]([O:9][CH2:10][CH2:11][CH3:12])=[O:8])[CH:3]1[C:13]([OH:15])=[O:14].[CH3:16][C:2]1([CH3:1])[CH:4]([CH:5]=[CH:6][C:7]([O:9][CH:10]([CH3:11])[CH3:18])=[O:8])[CH:3]1[C:13]([O-:15])=[O:14]. Procedure details: Using the procedure of Example 9, (1R, cis, ΔZ) 2,2-dimethyl-3-(3-isopropoxy-3-oxo-1-propenyl)-cyclopropane-carboxylic acid and 1-(R) (3-phenoxyphenyl)-ethanol were reacted to obtain 1(R)-(3-phenoxyphenyl)-ethyl (1R, cis, ΔZ) 2,2-dimethyl-3-(3-isopropoxy-3-oxo-1-propenyl)-cyclopropane-carboxylate with a specific rotation of [α]D20 =+140°±2.5° (c=1% in benzene). Procedure details: 3-[4-(4-fluorophenyl)-5-(4-(methylsulfonyl)phenyl)oxazol-2-yl]propanamide was prepared by treating methyl 3-[4-(4-fluorophenyl)-5-(4-(methylsulfonyl)phenyl)oxazol-2-yl]propanoic acid, (Example 12) with excess ammonia in methanol for 5 days. Melting point: 193°-195° C. The reactants are CC(C(=O)O)CC=1OC(=C(N1)C1=CC=C(C=C1)F)C1=CC=C(C=C1)S(=O)(=O)C (methyl 3-[4-(4-fluorophenyl)-5-(4-(methylsulfonyl)phenyl)oxazol-2-yl]propanoic acid), N (ammonia). The solvent is CO (methanol). Yields the product FC1=CC=C(C=C1)C=1N=C(OC1C1=CC=C(C=C1)S(=O)(=O)C)CCC(=O)N (3-[4-(4-fluorophenyl)-5-(4-(methylsulfonyl)phenyl)oxazol-2-yl]propanamide). As a reaction SMILES: C[CH:2]([CH2:6][C:7]1[O:8][C:9]([C:19]2[CH:24]=[CH:23][C:22]([S:25]([CH3:28])(=[O:27])=[O:26])=[CH:21][CH:20]=2)=[C:10]([C:12]2[CH:17]=[CH:16][C:15]([F:18])=[CH:14][CH:13]=2)[N:11]=1)[C:3](O)=[O:4].[NH3:29]>CO>[F:18][C:15]1[CH:16]=[CH:17][C:12]([C:10]2[N:11]=[C:7]([CH2:6][CH2:2][C:3]([NH2:29])=[O:4])[O:8][C:9]=2[C:19]2[CH:24]=[CH:23][C:22]([S:25]([CH3:28])(=[O:27])=[O:26])=[CH:21][CH:20]=2)=[CH:13][CH:14]=1.